describe an organic reaction: reactants, conditions, products, and yield From a dataset of the Open Reaction Database (ORD), a public repository of structured organic reaction records. The reactants are C(C)(=O)C(C(CC(=O)OCC)C)C1=CC=NC=C1 (ethyl 4-acetyl-3-methyl-4-(4-pyridinyl)butanoate), C(C)(=O)[O-].[NH4+] (ammonium acetate). The solvent is C(C)O (ethanol). Product: CC1CC(NC(=C1C1=CC=NC=C1)C)=O (3,4-dihydro-4,6-dimethyl-5-(4-pyridinyl)-2(1H)-pyridinone). Isolated yield 9.8%. As a reaction SMILES: [C:1]([CH:4]([C:13]1[CH:18]=[CH:17][N:16]=[CH:15][CH:14]=1)[CH:5]([CH3:12])[CH2:6][C:7](OCC)=[O:8])(=O)[CH3:2].C([O-])(=O)C.[NH4+:23]>C(O)C>[CH3:12][CH:5]1[C:4]([C:13]2[CH:18]=[CH:17][N:16]=[CH:15][CH:14]=2)=[C:1]([CH3:2])[NH:23][C:7](=[O:8])[CH2:6]1 |f:1.2|. Procedure: A mixture containing 24 g of ethyl 4-acetyl-3-methyl-4-(4-pyridinyl)butanoate, 7 g of ammonium acetate and 50 ml of ethanol was refluxed for 8 hours with stirring. The reaction mixture was then concentrated to dryness in vacuo and the remaining white solid was collected, washed with ethanol and dried to produce 1.8 g of 3,4-dihydro-4,6-dimethyl-5-(4-pyridinyl)-2(1H)-pyridinone, m.p. 184°-185° C. It's nmr and mass spectrum were consistent with the assigned structure. Reactants: ClCNC(C1=C(C=CC=C1)C(F)(F)F)=O (N-chloromethyl-2-(trifluoromethyl)benzamide), ice water, Cl (hydrochloric acid), CC(C)([O-])C.[K+] (potassium tert-butoxide), ClC=1C(=NC=C(C1)Cl)C[N+](=O)[O-] (3,5-dichloro-2-(nitromethyl)pyridine). Solvent: CN(C=O)C (N,N-dimethylformamide), CN(C=O)C (N,N-dimethylformamide). Yields the product ClC=1C(=NC=C(C1)Cl)C(CNC(C1=C(C=CC=C1)C(F)(F)F)=O)[N+](=O)[O-] (N-[2-(3,5-dichloropyridin-2-yl)-2-nitroethyl]-2-(trifluoromethyl)benzamide). Yield: 70.3%. As a reaction SMILES: CC(C)([O-])C.[K+].[Cl:7][C:8]1[C:9]([CH2:15][N+:16]([O-:18])=[O:17])=[N:10][CH:11]=[C:12]([Cl:14])[CH:13]=1.Cl[CH2:20][NH:21][C:22](=[O:33])[C:23]1[CH:28]=[CH:27][CH:26]=[CH:25][C:24]=1[C:29]([F:32])([F:31])[F:30].Cl>CN(C)C=O>[Cl:7][C:8]1[C:9]([CH:15]([N+:16]([O-:18])=[O:17])[CH2:20][NH:21][C:22](=[O:33])[C:23]2[CH:28]=[CH:27][CH:26]=[CH:25][C:24]=2[C:29]([F:30])([F:32])[F:31])=[N:10][CH:11]=[C:12]([Cl:14])[CH:13]=1 |f:0.1|. Procedure: To 6.57 g of potassium tert-butoxide in 100 ml of N,N-dimethylformamide, 10.10 g of 3,5-dichloro-2-(nitromethyl)pyridine was added dropwise with stirring under cooling with ice, and after the addition, the mixture was stirred at the same temperature for another 30 minutes. Then, to the reaction mixture, 11.59 g of N-chloromethyl-2-(trifluoromethyl)benzamide in 50 ml of N,N-dimethylformamide was added dropwise with stirring under cooing with ice, and after the addition, the mixture was stirred at... Starting materials: O.NN (hydrazine hydrate), CC(CCCCC)NC(CN1C(C=2C(C1=O)=CC=CC2)=O)=O (N-(1-methylhexyl)-2-phthalimidoacetamide). Run in C(C)O (ethanol). Product: NCC(=O)NC(CCCCC)C (2-Amino-N-(1-methylhexyl)acetamide). As a reaction SMILES: O.NN.[CH3:4][CH:5]([NH:11][C:12](=[O:25])[CH2:13][N:14]1C(=O)C2=CC=CC=C2C1=O)[CH2:6][CH2:7][CH2:8][CH2:9][CH3:10]>C(O)C>[NH2:14][CH2:13][C:12]([NH:11][CH:5]([CH3:4])[CH2:6][CH2:7][CH2:8][CH2:9][CH3:10])=[O:25] |f:0.1|. Procedure: A solution of hydrazine hydrate (1.14 g; 22.8 mmol) and N-(1-methylhexyl)-2-phthalimidoacetamide (6.9 g; 22.8 mmol) in ethanol (50ml) was heated under reflux for 1 hour. It was then cooled to room temperature and evaporated in vacuo (Buchi, r.t.; then oil-pump, 0.5 mm/r.t./10 min.). The resultant semi-solid mixture was treated with dilutesulphuric acid (0.5 N; 85 ml) pre-cooled to 5°. The mixture was cooled to 0°, filtered and the precipitate mixed with more of the acid (2 N; 3×20 ml). The filtr... Yields the product O=c1[nH]c2c([nH]c1=O)C(N1CCNCC1)c1ccccc1-2. As a reaction SMILES: [CH2:1]1[CH2:2][NH:3][CH2:4][CH2:5][NH:6]1.[Cl:7][CH:8]1[c:9]2[cH:10][cH:11][cH:12][cH:13][c:14]2-[c:15]2[nH:16][c:17](=[O:22])[c:18](=[O:21])[nH:19][c:20]21.[O:23]1[CH2:24][CH2:25][CH2:26][CH2:27]1>>[CH2:1]1[CH2:2][N:3]([CH:8]2[c:9]3[cH:10][cH:11][cH:12][cH:13][c:14]3-[c:15]3[nH:16][c:17](=[O:22])[c:18](=[O:21])[nH:19][c:20]32)[CH2:4][CH2:5][NH:6]1. The reactants are C1CNCCN1, O=c1[nH]c2c([nH]c1=O)C(Cl)c1ccccc1-2, C1CCOC1. Reactants: CN(C=NC=1SC(=C(C1C#N)Cl)C)C (N,N-dimethyl-N'-(4-chloro-3-cyano-5-methylthien-2-yl)-formamidine), Cl (hydrochloric acid), C(C)(=O)[O-].[Na+] (sodium acetate). Run in C(C)O (ethanol). The product is NC=1SC(=C(C1C#N)Cl)C (2-amino-4-chloro-3-cyano-5-methylthiophene). Yield: 86.0%. As a reaction SMILES: CN(C)C=[N:4][C:5]1[S:6][C:7]([CH3:13])=[C:8]([Cl:12])[C:9]=1[C:10]#[N:11].Cl.C([O-])(=O)C.[Na+]>C(O)C>[NH2:4][C:5]1[S:6][C:7]([CH3:13])=[C:8]([Cl:12])[C:9]=1[C:10]#[N:11] |f:2.3|. Procedure: A mixture of 6.1 parts of N,N-dimethyl-N'-(4-chloro-3-cyano-5-methylthien-2-yl)-formamidine, 50 parts of ethanol and 2 parts of concentrated hydrochloric acid is heated at the boil for 1 hour. Thereafter, the mixture is added to a dilute aqueous sodium acetate solution, and the precipitate is filtered off under suction and dried. 4 parts (86% of theory) of 2-amino-4-chloro-3-cyano-5-methylthiophene are obtained.